Dataset: the Open Reaction Database (ORD), a public repository of structured organic reaction records. Task: describe an organic reaction: reactants, conditions, products, and yield Starting materials: BrCc1ccccc1, CCc1cc2c(OC)cccc2[nH]1, CCOC(C)=O, CN(C)C=O, O. Product: CCc1cc2c(OC)cccc2n1Cc1ccccc1. RXN SMILES: [Br:14][CH2:15][c:16]1[cH:17][cH:18][cH:19][cH:20][cH:21]1.[CH2:1]([CH3:2])[c:3]1[nH:4][c:5]2[cH:6][cH:7][cH:8][c:9]([O:12][CH3:13])[c:10]2[cH:11]1.[CH3:28][CH2:29][O:30][C:31](=[O:32])[CH3:33].[O:22]=[CH:23][N:24]([CH3:25])[CH3:26].[OH2:27]>>[CH2:1]([CH3:2])[c:3]1[n:4]([CH2:15][c:16]2[cH:17][cH:18][cH:19][cH:20][cH:21]2)[c:5]2[cH:6][cH:7][cH:8][c:9]([O:12][CH3:13])[c:10]2[cH:11]1.